This data is from the Open Reaction Database (ORD), a public repository of structured organic reaction records. The task is: describe an organic reaction: reactants, conditions, products, and yield Conditions: time 8 hour. As a reaction SMILES: [S:1]1[CH:5]=[CH:4][C:3]2[C:6](=O)[CH2:7][CH2:8][C:2]1=2.[Cl:10][C:11]1[CH:16]=[CH:15][CH:14]=[CH:13][C:12]=1[N:17]=[C:18]=S.C[Si](C)(C)[Si](C)(C)C.[Li].O.[NH2:30][NH2:31]>C1COCC1.O.C(O)(=O)C>[Cl:10][C:11]1[CH:16]=[CH:15][CH:14]=[CH:13][C:12]=1[NH:17][C:18]1[C:7]2[CH2:8][C:2]3[S:1][CH:5]=[CH:4][C:3]=3[C:6]=2[NH:31][N:30]=1 |f:2.3,4.5,^1:27|. Solvent: C(C)(=O)O (acetic acid), C1CCOC1 (THF), O (water). Reactants: C[Si]([Si](C)(C)C)(C)C.[Li] (lithium hexamethyl disilane), O.NN (Hydrazine monohydrate), S1C2=C(C=C1)C(CC2)=O (5,6-Dihydro-cyclopenta[b]thiophen-4-one), ClC1=C(C=CC=C1)N=C=S (1-Chloro-2-isothiocyanato-benzene). Isolated yield 30.0%. Procedure: A mixture of 5,6-Dihydro-cyclopenta[b]thiophen-4-one (1.0 g, 7.4 mmol) and 1-Chloro-2-isothiocyanato-benzene (1.5 g, 7.2 mmol) in THF (2.0 mL) was added to lithium hexamethyl disilane (7.0 mL, 7.2 mmol) dropwise at room temperature. The reaction mixture was stirred for 8 hr. Hydrazine monohydrate (0.4 mL, 7.9 mmol) and glacial acetic acid (0.5 mL) were added to the reaction mixture, which was then heated at the reflux temperature for 24 hr. The resulting mixture was added to water (30 mL) and th... Product: ClC1=C(C=CC=C1)NC1=NNC2=C1CC=1SC=CC21 ((2-Chloro-phenyl)-(4,7-dihydro-1-thia-4,5-diaza-cyclopenta[a]pentalen-6-yl)-amine). Starting materials: C(C)(C)(C)OC(N(CCC1=CC=C(C=C1)N)CC=C)=O (allyl-[2-(4-amino-phenyl)ethyl]-carbamic acid tert-butyl ester), C(C)(C)C1=CC=C(C=C1)S(=O)(=O)Cl (4-isopropyl-benzenesulfonyl chloride). The solvent is N1=CC=CC=C1 (pyridine). Run at temperature 0 celsius, time 1 hour. The product is C(C)(C)(C)OC(N(CCC1=CC=C(C=C1)NS(=O)(=O)C1=CC=C(C=C1)C(C)C)CC=C)=O (Allyl-{2-[4-(4-isopropyl-benzenesulfonylamino)-phenyl]-ethyl}-carbamic acid tert-butyl ester). The yield is 646.9%. As a reaction SMILES: [C:1]([O:5][C:6](=[O:20])[N:7]([CH2:17][CH:18]=[CH2:19])[CH2:8][CH2:9][C:10]1[CH:15]=[CH:14][C:13]([NH2:16])=[CH:12][CH:11]=1)([CH3:4])([CH3:3])[CH3:2].[CH:21]([C:24]1[CH:29]=[CH:28][C:27]([S:30](Cl)(=[O:32])=[O:31])=[CH:26][CH:25]=1)([CH3:23])[CH3:22]>N1C=CC=CC=1>[C:1]([O:5][C:6](=[O:20])[N:7]([CH2:17][CH:18]=[CH2:19])[CH2:8][CH2:9][C:10]1[CH:15]=[CH:14][C:13]([NH:16][S:30]([C:27]2[CH:28]=[CH:29][C:24]([CH:21]([CH3:23])[CH3:22])=[CH:25][CH:26]=2)(=[O:32])=[O:31])=[CH:12][CH:11]=1)([CH3:3])([CH3:2])[CH3:4]. Procedure: To a solution of allyl-[2-(4-amino-phenyl)ethyl]-carbamic acid tert-butyl ester (1.86 g, 6.74 mmol) in pyridine (25 ml) at 0° C. was added 4-isopropyl-benzenesulfonyl chloride (1.47 g, 6.74 mmol) and the mixture was stirred at 0° C. for 1 h. After concentration in vacuo the residue was partitioned between ethyl acetate and saturated aqueous NaHCO3. The organic layer was washed with water, dried over MgSO4, filtered and the solvent evaporated under reduced pressure. The residue was purified by co... Reactants: COC(C1=CN=C(C(=C1)Br)Cl)=O (5-bromo-6-chloro-nicotinic acid methyl ester), N[C@H](CC(C)C)CO ((R)-(−)-leucinol), N1CCCC1 (pyrrolidine), ClC=1C=C(C=CC1C)B(O)O (3-chloro-4-methylphenyl-boronic acid). Yields the product ClC1=C(C=C(C=C1)C=1C(=NC=C(C(=O)N[C@H](CC(C)C)CO)C1)N1CCCC1)C (5-(4-Chloro-3-methyl-phenyl)-N—((R)-1-hydroxymethyl-3-methyl-butyl)-6-pyrrolidin-1-yl-nicotinamide). Reaction SMILES: CO[C:3](=[O:12])[C:4]1[CH:9]=[C:8](Br)[C:7](Cl)=[N:6][CH:5]=1.[NH:13]1[CH2:17][CH2:16][CH2:15][CH2:14]1.[Cl:18][C:19]1[CH:20]=[C:21](B(O)O)[CH:22]=[CH:23][C:24]=1[CH3:25].[NH2:29][C@@H:30]([CH2:35][OH:36])[CH2:31][CH:32]([CH3:34])[CH3:33]>>[Cl:18][C:19]1[CH:20]=[CH:21][C:22]([C:8]2[C:7]([N:13]3[CH2:17][CH2:16][CH2:15][CH2:14]3)=[N:6][CH:5]=[C:4]([CH:9]=2)[C:3]([NH:29][C@@H:30]([CH2:35][OH:36])[CH2:31][CH:32]([CH3:34])[CH3:33])=[O:12])=[CH:23][C:24]=1[CH3:25]. Procedure details: The title compound was synthesized in analogy to the procedure described for the preparation of Example 43, using 5-bromo-6-chloro-nicotinic acid methyl ester, pyrrolidine (commercially available), 3-chloro-4-methylphenyl-boronic acid (commercially available) and (R)-(−)-leucinol (commercially available) as starting materials. MS (ISP): 416.4 (M+H+). Reactants: CC(=O)OI1(C=2C=CC=CC2C(=O)O1)(OC(=O)C)OC(=O)C (Dess-Martin periodinane), C(C)NC(=O)C1=NC=C(C=C1)C=1C=C2C(=NC1)NC=C2C(O)C2=C(C(=CC=C2F)NS(=O)(=O)CCC)F (5-(3-{[2,6-difluoro-3-(propane-1-sulfonylamino)-phenyl]-hydroxy-methyl}-1H-pyrrolo[2,3-b]pyridin-5-yl)-pyridine-2-carboxylic acid ethylamide), CN(C=O)C (dimethylformamide). The solvent is O1CCCC1 (tetrahydrofuran). Conditions: time 1 hour. Yields the product C(C)NC(=O)C1=NC=C(C=C1)C=1C=C2C(=NC1)NC=C2C(C2=C(C(=CC=C2F)NS(=O)(=O)CCC)F)=O (5-{3-[2,6-difluoro-3-(propane-1-sulfonylamino)-benzoyl]-1H-pyrrolo[2,3-b]pyridin-5-yl}-pyridine-2-carboxylic acid ethylamide). The yield is 61.7%. RXN SMILES: [CH2:1]([NH:3][C:4]([C:6]1[CH:11]=[CH:10][C:9]([C:12]2[CH:13]=[C:14]3[C:20]([CH:21]([C:23]4[C:28]([F:29])=[CH:27][CH:26]=[C:25]([NH:30][S:31]([CH2:34][CH2:35][CH3:36])(=[O:33])=[O:32])[C:24]=4[F:37])[OH:22])=[CH:19][NH:18][C:15]3=[N:16][CH:17]=2)=[CH:8][N:7]=1)=[O:5])[CH3:2].CC(OI1(OC(C)=O)(OC(C)=O)OC(=O)C2C=CC=CC1=2)=O.CN(C)C=O>O1CCCC1>[CH2:1]([NH:3][C:4]([C:6]1[CH:11]=[CH:10][C:9]([C:12]2[CH:13]=[C:14]3[C:20]([C:21](=[O:22])[C:23]4[C:28]([F:29])=[CH:27][CH:26]=[C:25]([NH:30][S:31]([CH2:34][CH2:35][CH3:36])(=[O:33])=[O:32])[C:24]=4[F:37])=[CH:19][NH:18][C:15]3=[N:16][CH:17]=2)=[CH:8][N:7]=1)=[O:5])[CH3:2]. Reported procedure: To 5-(3-{[2,6-difluoro-3-(propane-1-sulfonylamino)-phenyl]-hydroxy-methyl}-1H-pyrrolo[2,3-b]pyridin-5-yl)-pyridine-2-carboxylic acid ethylamide (73, 50 mg, 0.094 mmol) dissolved in 0.76 mL of tetrahydrofuran, Dess-Martin periodinane (48 mg, 0.113 mmol) was added, followed by 1 mL of dimethylformamide. The reaction was allowed to stir at room temperature for 1 hour, then quenched with water and the aqueous layer extracted with ethyl acetate. The organic layer was washed with brine, dried over sod... Reactants: NC1=C(C=CC=C1)C(F)(F)F (o-aminobenzotrifluoride), NC1=C(C=C(C=C1)Cl)C(F)(F)F (2-amino-5-chlorobenzotrifluoride), NC1=C(C=C(C=C1Cl)Cl)C(F)(F)F (2-amino-3,5-dichlorobenzotrifluoride). The product is NC1=C(C=CC=C1Cl)C(F)(F)F (2-amino-3-chlorobenzotrifluoride). RXN SMILES: NC1C=CC=CC=1C(F)(F)F.NC1C=CC(Cl)=CC=1C(F)(F)F.[NH2:24][C:25]1[C:30]([Cl:31])=[CH:29][C:28](Cl)=[CH:27][C:26]=1[C:33]([F:36])([F:35])[F:34]>>[NH2:24][C:25]1[C:30]([Cl:31])=[CH:29][CH:28]=[CH:27][C:26]=1[C:33]([F:36])([F:34])[F:35]. Reported procedure: VPC assay of the organic product revealed the following composition (15% XE 60 column packing; 120° C-250° C; 4°/min.): o-aminobenzotrifluoride (13.1 wt. %; 25.94 grams; 0.161 mole; 83.9% conversion); 2-amino-5-chlorobenzotrifluoride, 53.5 wt. %; 105.9 grams or 64.5% corrected yield); and, 2-amino-3,5-dichlorobenzotrifluoride, 33.3 wt. %; 65.93 grams or 34.2% corrected yield). A trace of 2-amino-3-chlorobenzotrifluoride was produced. Reactants: COC(=O)C(C)(CCNC(=O)OC(C)(C)C)c1ccc(Cl)cc1, C1CCOC1, O. The product is CC(C)(C)OC(=O)NCCC(C)(C(=O)O)c1ccc(Cl)cc1. As a reaction SMILES: [C:1]([CH3:2])([CH3:3])([CH3:4])[O:5][C:6](=[O:7])[NH:8][CH2:9][CH2:10][C:11]([C:12](=[O:13])[O:14][CH3:15])([CH3:16])[c:17]1[cH:18][cH:19][c:20]([Cl:23])[cH:21][cH:22]1.[CH2:24]1[O:25][CH2:26][CH2:27][CH2:28]1.[OH2:29]>>[C:1]([CH3:2])([CH3:3])([CH3:4])[O:5][C:6](=[O:7])[NH:8][CH2:9][CH2:10][C:11]([C:12](=[O:13])[OH:14])([CH3:16])[c:17]1[cH:18][cH:19][c:20]([Cl:23])[cH:21][cH:22]1.